This data is from the Open Reaction Database (ORD), a public repository of structured organic reaction records. The task is: describe an organic reaction: reactants, conditions, products, and yield Run in Cl (HCl). The reactants are CO (methanol), NC1=C(C=C(C=N1)C(=O)O)Br (6-Amino-5-bromopyridine-3-carboxylic acid), [OH-].[Na+] (NaOH). Yields the product NC1=C(C=C(C=N1)C(=O)OC)Br (Methyl 6-amino-5-bromopyridine-3-carboxylate). As a reaction SMILES: [NH2:1][C:2]1[N:7]=[CH:6][C:5]([C:8]([OH:10])=[O:9])=[CH:4][C:3]=1[Br:11].[CH3:12]O.[OH-].[Na+]>Cl>[NH2:1][C:2]1[N:7]=[CH:6][C:5]([C:8]([O:10][CH3:12])=[O:9])=[CH:4][C:3]=1[Br:11] |f:2.3|. Procedure: 6-Amino-5-bromopyridine-3-carboxylic acid (10 g, 50 mmol) is dissolved in saturated methanolic HCl (100 ml) and refluxed for 24 hours. The solvent, methanol, is re-moved under reduced pressure and the residue is dissolved in ice cold water. The aqueous solution is neutralized with 0.1N NaOH and the solid which separates is filtered; washed well with water and air dried to yield 10 g of product as a solid: mass spectrum 231 (M+) .